describe an organic reaction: reactants, conditions, products, and yield From a dataset of the Open Reaction Database (ORD), a public repository of structured organic reaction records. Starting materials: N(=O)[O-].[Na+] (sodium nitrite), NC1=NC(=C(C(=C1)C)Br)C (2-amino-5-bromo-4,6-dimethylpyridine). Product: BrC=1C(=CC(=NC1C)O)C (5-bromo-4,6-dimethylpyridin-2-ol). Conditions: time 1 hour. Isolated yield 90.9%. Procedure details: 2-amino-5-bromo-4,6-dimethylpyridine (15 g) was dissolved in a mixed solution of sulfuric acid (14.2 mL) and water (212 mL). A solution of sodium nitrite (6.18 g) in water (31 mL) was added to the solution at 0° C. The reaction mixture was stirred at mom temperature for one hour, followed by extraction with chloroform. The organic layer was dried over anhydrous magnesium sulfate, and the desiccant was filtered off. The filtrate was concentrated under reduced pressure. MTBE was added to the resid... Solvent: O (water), S(O)(O)(=O)=O (sulfuric acid), O (water). As a reaction SMILES: N[C:2]1[CH:7]=[C:6]([CH3:8])[C:5]([Br:9])=[C:4]([CH3:10])[N:3]=1.N([O-])=[O:12].[Na+]>S(=O)(=O)(O)O.O>[Br:9][C:5]1[C:6]([CH3:8])=[CH:7][C:2]([OH:12])=[N:3][C:4]=1[CH3:10] |f:1.2|. Reactants: O (water), NC1=C(C(C2=C(C=CC=C2)Cl)O)C=C(C=C1)Cl (2-amino-5-chloro-α-(2-chloro phenyl)benzyl alcohol), COC1=C(C=O)C=CC(=C1)OC (2,4-dimethoxy benzaldehyde), [BH4-].[Na+] (sodium borohydride). Solvent: C(C)(=O)O (acetic acid). Reaction conditions: time 1 hour. The product is ClC=1C=CC(=C(C(C2=C(C=CC=C2)Cl)O)C1)NCC1=C(C=C(C=C1)OC)OC (5-chloro-α-(2-chlorophenyl)-2-(2,4-dimethoxybenzyl)aminobenzyl alcohol). Isolated yield 96.1%. RXN SMILES: [NH2:1][C:2]1[CH:16]=[CH:15][C:14]([Cl:17])=[CH:13][C:3]=1[CH:4]([OH:12])[C:5]1[CH:10]=[CH:9][CH:8]=[CH:7][C:6]=1[Cl:11].[CH3:18][O:19][C:20]1[CH:27]=[C:26]([O:28][CH3:29])[CH:25]=[CH:24][C:21]=1[CH:22]=O.[BH4-].[Na+].O>C(O)(=O)C>[Cl:17][C:14]1[CH:15]=[CH:16][C:2]([NH:1][CH2:22][C:21]2[CH:24]=[CH:25][C:26]([O:28][CH3:29])=[CH:27][C:20]=2[O:19][CH3:18])=[C:3]([CH:13]=1)[CH:4]([OH:12])[C:5]1[CH:10]=[CH:9][CH:8]=[CH:7][C:6]=1[Cl:11] |f:2.3|. Procedure: To a solution of 2-amino-5-chloro-α-(2-chloro phenyl)benzyl alcohol (5.0 g) and 2,4-dimethoxy benzaldehyde (3.72 g) in acetic acid (50 ml) was added, under ice-cooling, sodium borohydride (0.94 g). The mixture was stirred for one hour at room temperature, which was poured into water (200 ml), followed by extraction with ethyl acetate (200 ml×2). The ethyl acetate layer was washed with 1N sodium hydroxide, which was dried over anhydrous magnesium sulfate, followed by distilling off the solvent un... The product is [Br-].ClC1=CC=C(C=C1)[N+]1=CN(C=C1)CCCCCCCCCCCCCC (1-(4-chlorophenyl)-3-tetradecyl imidazolium bromide). RXN SMILES: [Cl:1][C:2]1[CH:7]=[CH:6][C:5]([N:8]2[CH:12]=[CH:11][N:10]=[CH:9]2)=[CH:4][CH:3]=1.[Br:13][CH2:14][CH2:15][CH2:16][CH2:17][CH2:18][CH2:19][CH2:20][CH2:21][CH2:22][CH2:23][CH2:24][CH2:25][CH2:26][CH3:27]>C1COCC1>[Br-:13].[Cl:1][C:2]1[CH:3]=[CH:4][C:5]([N+:8]2[CH:12]=[CH:11][N:10]([CH2:27][CH2:26][CH2:25][CH2:24][CH2:23][CH2:22][CH2:21][CH2:20][CH2:19][CH2:18][CH2:17][CH2:16][CH2:15][CH3:14])[CH:9]=2)=[CH:6][CH:7]=1 |f:3.4|. Reactants: ClC1=CC=C(C=C1)N1C=NC=C1 (1-(4-chlorophenyl)imidazole), BrCCCCCCCCCCCCCC (1-bromotetradecane). Run in C1CCOC1 (THF). Reported procedure: According to the general synthesis procedure 5.6 mmol (1.00 g) 1-(4-chlorophenyl)imidazole and 6.7 mmol (1.86 g, 1.82 ml) 1-bromotetradecane are dissolved in 5 ml THF and heated for 42 h to 90° C. At the end of the reaction the reaction mixture is cooled down to room temperature and the product is precipitated with diethylether. The reactants are C(CCC)OC(CC(=C)CO)=O (3-hydroxymethyl-but-3-enoic acid butyl ester), CC1=NC2=CC=CC=C2C(=C1)COC1=CC=C(C=NO)C=C1 (4-(2-methyl-quinolin-4-ylmethoxy)-benzaldehyde oxime). Product: C(CCC)OC(CC1(CC(=NO1)C1=CC=C(C=C1)OCC1=CC(=NC2=CC=CC=C12)C)C=O)=O ({5-formyl-3-[4-(2-methyl-quinolin-4-ylmethoxy)-phenyl]-4,5-dihydro-isoxazol-5-yl}-acetic acid butyl ester). Yield: 36.0%. Reaction SMILES: [CH2:1]([O:5][C:6](=[O:12])[CH2:7][C:8]([CH2:10][OH:11])=[CH2:9])[CH2:2][CH2:3][CH3:4].[CH3:13][C:14]1[CH:23]=[C:22]([CH2:24][O:25][C:26]2[CH:34]=[CH:33][C:29]([CH:30]=[N:31][OH:32])=[CH:28][CH:27]=2)[C:21]2[C:16](=[CH:17][CH:18]=[CH:19][CH:20]=2)[N:15]=1>>[CH2:1]([O:5][C:6](=[O:12])[CH2:7][C:8]1([CH:10]=[O:11])[O:32][N:31]=[C:30]([C:29]2[CH:28]=[CH:27][C:26]([O:25][CH2:24][C:22]3[C:21]4[C:16](=[CH:17][CH:18]=[CH:19][CH:20]=4)[N:15]=[C:14]([CH3:13])[CH:23]=3)=[CH:34][CH:33]=2)[CH2:9]1)[CH2:2][CH2:3][CH3:4]. Procedure: Following a procedure analogous to that used in step 1c, but using 3-hydroxymethyl-but-3-enoic acid butyl ester from step 3a and 4-(2-methyl-quinolin-4-ylmethoxy)-benzaldehyde oxime from step 1b, the crude product was prepared. The product was purified by FCC on silica gel to give {5-formyl-3-[4-(2-methyl-quinolin-4-ylmethoxy)-phenyl]-4,5-dihydro-isoxazol-5-yl}-acetic acid butyl ester (0.13 g, 36%) as an oil. MS found: (M+H)+=461. Reactants: CSc1ccc2c(c1)C(=O)Cc1ccc(C)cc1O2, [Ca+2], [Cl-], [Cl-], Cl, c1ccccc1. Yields the product CSc1ccc2c(c1)C(Cl)Cc1ccc(C)cc1O2. Reaction SMILES: [CH3:1][c:2]1[cH:3][cH:4][c:5]2[c:6]([cH:19]1)[O:7][c:8]1[c:9]([cH:13][c:14]([S:17][CH3:18])[cH:15][cH:16]1)[C:10](=[O:12])[CH2:11]2.[Ca+2:22].[Cl-:20].[Cl-:21].[ClH:23].[cH:24]1[cH:25][cH:26][cH:27][cH:28][cH:29]1>>[CH3:1][c:2]1[cH:3][cH:4][c:5]2[c:6]([cH:19]1)[O:7][c:8]1[c:9]([cH:13][c:14]([S:17][CH3:18])[cH:15][cH:16]1)[CH:10]([Cl:20])[CH2:11]2. Reaction SMILES: [CH3:1][O:2][C:3]1[CH:8]=[CH:7][C:6]([C:9]2[S:13][C:12]3[CH:14]=[C:15]([O:18][CH3:19])[CH:16]=[CH:17][C:11]=3[CH:10]=2)=[CH:5][CH:4]=1.[N:20]1([CH2:26][CH2:27][O:28][C:29]2[C:37]([CH3:38])=[CH:36][C:32]([C:33](O)=[O:34])=[CH:31][C:30]=2[CH3:39])[CH2:25][CH2:24][CH2:23][CH2:22][CH2:21]1>>[CH3:1][O:2][C:3]1[CH:8]=[CH:7][C:6]([C:9]2[S:13][C:12]3[CH:14]=[C:15]([O:18][CH3:19])[CH:16]=[CH:17][C:11]=3[C:10]=2[C:33]([C:32]2[CH:36]=[C:37]([CH3:38])[C:29]([O:28][CH2:27][CH2:26][N:20]3[CH2:25][CH2:24][CH2:23][CH2:22][CH2:21]3)=[C:30]([CH3:39])[CH:31]=2)=[O:34])=[CH:5][CH:4]=1. Reactants: COC1=CC=C(C=C1)C1=CC2=C(S1)C=C(C=C2)OC (2-(4-methoxyphenyl)-6-methoxybenzo[b]thiophene), N1(CCCCC1)CCOC1=C(C=C(C(=O)O)C=C1C)C (4-[2-(1-piperidinyl)ethoxy]-3,5,-dimethylbenzoic acid). Product: COC1=CC=C(C=C1)C1=C(C2=C(S1)C=C(C=C2)OC)C(=O)C2=CC(=C(C(=C2)C)OCCN2CCCCC2)C ([2-(4-Methoxyphenyl)-6-methoxybenzo[b]thien-3-yl][4-[2-(1-piperidinyl)ethoxy]3.5-dimethylphenyl]methanone). Reported procedure: 2.9 g of the title compound was prepared from 2 g of 2-(4-methoxyphenyl)-6-methoxybenzo[b]thiophene and 4-[2-(1-piperidinyl)ethoxy]-3,5,-dimethylbenzoic acid in a manner similar to that used in Preparation 15. Yields the product CC(C)Oc1ccc(-c2nc(-c3cccc4c(CC(C)C(=O)O)cn(C)c34)no2)cc1Cl. Starting materials: C1CCOC1, COC(=O)C(C)Cc1cn(C)c2c(-c3noc(-c4ccc(OC(C)C)c(Cl)c4)n3)cccc12, Cl, [Na+], [OH-]. As a reaction SMILES: [CH2:37]1[O:38][CH2:39][CH2:40][CH2:41]1.[Cl:1][c:2]1[cH:3][c:4](-[c:12]2[n:13][c:14](-[c:17]3[cH:18][cH:19][cH:20][c:21]4[c:22]([CH2:27][CH:28]([C:29](=[O:30])[O:31][CH3:32])[CH3:33])[cH:23][n:24]([CH3:26])[c:25]34)[n:15][o:16]2)[cH:5][cH:6][c:7]1[O:8][CH:9]([CH3:10])[CH3:11].[ClH:36].[Na+:35].[OH-:34]>>[Cl:1][c:2]1[cH:3][c:4](-[c:12]2[n:13][c:14](-[c:17]3[cH:18][cH:19][cH:20][c:21]4[c:22]([CH2:27][CH:28]([C:29](=[O:30])[OH:31])[CH3:33])[cH:23][n:24]([CH3:26])[c:25]34)[n:15][o:16]2)[cH:5][cH:6][c:7]1[O:8][CH:9]([CH3:10])[CH3:11]. The reactants are [N+](=[N-])=C(C(=O)OCC1=CC=C(C=C1)[N+](=O)[O-])C([C@H](C)[C@H]1NC([C@@H]1[C@@H](C)O)=O)=O (4-nitrobenzyl (4R)-2-diazo-4-[(2R, 3S)-3-{(1R)-1-hydroxyethyl}-4-oxoazetidin-2-yl]-3-oxopentanoate). The reagents and catalysts are C(C)(=O)[O-].[Rh+2].C(C)(=O)[O-] (rhodium (II) acetate). Run in ClC(C)Cl (dichloroethane), C1=CC=CC=C1 (benzene). Product: O[C@H](C)[C@@H]1[C@H]2[C@H](C(C(N2C1=O)C(=O)OCC1=CC=C(C=C1)[N+](=O)[O-])=O)C (4-nitrobenzyl (4R, 5R, 6S)-6-[(1R)-1-hydroxyethyl]-4-methyl-3, 7-dioxo-1-azabicyclo[3.2.0]heptane-2-carboxylate). As a reaction SMILES: [N+](=[C:3]([C:17](=[O:28])[C@@H:18]([C@@H:20]1[C@@H:23]([C@H:24]([OH:26])[CH3:25])[C:22](=[O:27])[NH:21]1)[CH3:19])[C:4]([O:6][CH2:7][C:8]1[CH:13]=[CH:12][C:11]([N+:14]([O-:16])=[O:15])=[CH:10][CH:9]=1)=[O:5])=[N-]>ClC(Cl)C.C1C=CC=CC=1.C([O-])(=O)C.[Rh+2].C([O-])(=O)C>[OH:26][C@@H:24]([C@H:23]1[C:22](=[O:27])[N:21]2[C@@H:20]1[C@@H:18]([CH3:19])[C:17](=[O:28])[CH:3]2[C:4]([O:6][CH2:7][C:8]1[CH:13]=[CH:12][C:11]([N+:14]([O-:16])=[O:15])=[CH:10][CH:9]=1)=[O:5])[CH3:25] |f:3.4.5|. Reported procedure: To a solution of 4-nitrobenzyl (4R)-2-diazo-4-[(2R, 3S)-3-{(1R)-1-hydroxyethyl}-4-oxoazetidin-2-yl]-3-oxopentanoate (1.0 g) in dichloroethane (50 ml) was added rhodium (II) acetate (2 mg) under refluxing. After refluxing for 1 hour, the reaction mixture was evaporated in vacuo to give a residue. The residue was dissolved in anhydrous benzene (10 ml) and then evaporated. This operation was repeated once again to give 4-nitrobenzyl (4R, 5R, 6S)-6-[(1R)-1-hydroxyethyl]-4-methyl-3, 7-dioxo-1-azabicy...